Dataset: the Open Reaction Database (ORD), a public repository of structured organic reaction records. Task: describe an organic reaction: reactants, conditions, products, and yield Yields the product OC1(c2cccc(F)c2F)CCC=CCC1. The reactants are ClCCl, C=CCCC(O)(CCC=C)c1cccc(F)c1F. As a reaction SMILES: [Cl:19][CH2:20][Cl:21].[F:1][c:2]1[c:3]([C:9]([CH2:10][CH2:11][CH:12]=[CH2:13])([CH2:14][CH2:15][CH:16]=[CH2:17])[OH:18])[cH:4][cH:5][cH:6][c:7]1[F:8]>>[F:1][c:2]1[c:3]([C:9]2([OH:18])[CH2:10][CH2:11][CH:17]=[CH:16][CH2:15][CH2:14]2)[cH:4][cH:5][cH:6][c:7]1[F:8]. The reactants are CCOc1ccc2nc(S(N)(=O)=O)sc2c1, ClCCl, O. Yields the product NS(=O)(=O)c1nc2ccc(O)cc2s1. Reaction SMILES: [CH2:1]([CH3:2])[O:3][c:4]1[cH:5][c:6]2[c:7]([n:8][c:9]([S:11](=[O:12])(=[O:13])[NH2:14])[s:10]2)[cH:15][cH:16]1.[Cl:18][CH2:19][Cl:20].[OH2:17]>>[OH:3][c:4]1[cH:5][c:6]2[c:7]([n:8][c:9]([S:11](=[O:12])(=[O:13])[NH2:14])[s:10]2)[cH:15][cH:16]1.